From a dataset of the Open Reaction Database (ORD), a public repository of structured organic reaction records. describe an organic reaction: reactants, conditions, products, and yield Reactants: FC1=CC=C(C=C1C1=CC=C(C=C1)C(C(C)C)(C=1N=CN(C1)C(C1=CC=CC=C1)(C1=CC=CC=C1)C1=CC=CC=C1)O)C(=O)NC (6-fluoro-4′-[1-hydroxy-2-methyl-1-(1-trityl-1H-imidazol-4-yl)propyl]-N-methyl[1,1′-biphenyl]-3-carboxamide), Cl.N1=CC=CC=C1 (pyridine hydrochloride). The product is FC1=CC=C(C=C1C1=CC=C(C=C1)C(C(C)C)(C=1N=CNC1)O)C(=O)NC (6-fluoro-4′-[1-hydroxy-1-(1H-imidazol-4-yl)-2-methylpropyl]-N-methyl[1,1′-biphenyl]-3-carboxamide). Yield: 54.1%. As a reaction SMILES: [F:1][C:2]1[C:7]([C:8]2[CH:13]=[CH:12][C:11]([C:14]([OH:42])([C:18]3[N:19]=[CH:20][N:21](C(C4C=CC=CC=4)(C4C=CC=CC=4)C4C=CC=CC=4)[CH:22]=3)[CH:15]([CH3:17])[CH3:16])=[CH:10][CH:9]=2)=[CH:6][C:5]([C:43]([NH:45][CH3:46])=[O:44])=[CH:4][CH:3]=1.Cl.N1C=CC=CC=1>>[F:1][C:2]1[C:7]([C:8]2[CH:13]=[CH:12][C:11]([C:14]([OH:42])([C:18]3[N:19]=[CH:20][NH:21][CH:22]=3)[CH:15]([CH3:16])[CH3:17])=[CH:10][CH:9]=2)=[CH:6][C:5]([C:43]([NH:45][CH3:46])=[O:44])=[CH:4][CH:3]=1 |f:1.2|. Procedure: By the reaction in the same manner as in Example 4-(iii) using 6-fluoro-4′-[1-hydroxy-2-methyl-1-(1-trityl-1H-imidazol-4-yl)propyl]-N-methyl[1,1′-biphenyl]-3-carboxamide (1.64 g) and pyridine hydrochloride (559 mg), the colorless amorphous title compound (535 mg) was obtained. Starting materials: N (NH3), ClC1=NC=CC(=C1)N (2-chloropyridin-4-amine), S(O)(O)(=O)=O (sulfuric acid), [N+](=O)(O)[O-] (nitric acid). Run in O (water). Reaction conditions: time 1 hour. The product is ClC1=NC=CC(=C1)N[N+](=O)[O-] (2-chloro-N-nitropyridin-4-amine). RXN SMILES: [Cl:1][C:2]1[CH:7]=[C:6]([NH2:8])[CH:5]=[CH:4][N:3]=1.S(=O)(=O)(O)O.[N+:14]([O-])([OH:16])=[O:15].N>O>[Cl:1][C:2]1[CH:7]=[C:6]([NH:8][N+:14]([O-:16])=[O:15])[CH:5]=[CH:4][N:3]=1. Procedure details: 357.5 g of 2-chloropyridin-4-amine were added in portions to 2.28 l of cold concentrated sulfuric acid. 0.86 l of nitric acid (90%) were slowly added so that the temperature of the reaction mixture always stays below 10° C. After the addition the mixture was stirred for one hour at room temperature and poured into 4 l of water containing 10 kg of ice. 6.2125% (w/v) aqueous NH3 solution were slowly added. The resulting precipitate was filtered, washed with ice water and dried under vacuum to give... Starting materials: CCO, O=C1c2cc([N+](=O)[O-])ccc2S(=O)(=O)N1C(Sc1nnn[nH]1)c1ccccc1, [Ni]. The product is Nc1ccc2c(c1)C(=O)N(C(Sc1nnn[nH]1)c1ccccc1)S2(=O)=O. Reaction SMILES: [CH3:30][CH2:31][OH:32].[N+:1]([O-:2])(=[O:3])[c:4]1[cH:5][c:6]2[c:12]([cH:13][cH:14]1)[S:9](=[O:10])(=[O:11])[N:8]([CH:15]([c:16]1[cH:17][cH:18][cH:19][cH:20][cH:21]1)[S:22][c:23]1[n:24][n:25][n:26][nH:27]1)[C:7]2=[O:28].[Ni:29]>>[NH2:1][c:4]1[cH:5][c:6]2[c:12]([cH:13][cH:14]1)[S:9](=[O:10])(=[O:11])[N:8]([CH:15]([c:16]1[cH:17][cH:18][cH:19][cH:20][cH:21]1)[S:22][c:23]1[n:24][n:25][n:26][nH:27]1)[C:7]2=[O:28]. Starting materials: COC1=C(C=CC=C1)N1CCN(CC1)C(=O)C=1OC2=C(C=CC=C2C(C1)=O)N1CCN(CC1)C (2-{1-[4-(2-Methoxy-phenyl)-piperazin-1-yl]-methanoyl}-8-(4-methyl-piperazin-1-yl)-chromen-4-one), CN(C)C(=[N+](C)C)ON1C2=C(C=CC=C2)N=N1.[B-](F)(F)(F)F (TBTU), OS1C=NC2=C1C=CC=C2 (1-hydroxybenzothiazole), N1(CCOCC1)C1=CC=C(N)C=C1 (4-morpholin-4-yl-aniline), 479.5. The reagents and catalysts are CN(C1=CC=NC=C1)C (4-dimethylaminopyridine). Solvent: C(C)N(CC)CC (Triethylamine), CN(C=O)C (dimethylformamide). Conditions: time 17 hour. Yields the product N1(CCOCC1)C1=CC=C(C=C1)NC(=O)C=1OC2=C(C=C(C=C2C(C1)=O)OC)N1CCN(CC1)C (6-Methoxy-8-(4-methyl-piperazin-1-yl)-4-oxo-4H-chromene-2-carboxylic acid (4-morpholin-4-yl-phenyl)-amide). Reaction SMILES: COC1C=CC=CC=1N1CC[N:12]([C:15]([C:17]2[O:18][C:19]3[C:24]([C:25](=[O:27])[CH:26]=2)=[CH:23][CH:22]=[CH:21][C:20]=3[N:28]2[CH2:33][CH2:32][N:31]([CH3:34])[CH2:30][CH2:29]2)=[O:16])CC1.CN([C:38]([O:42]N1N=NC2C=CC=CC1=2)=[N+](C)C)C.[B-](F)(F)(F)F.OS1C2C=CC=CC=2N=C1.[N:67]1([C:73]2[CH:79]=[CH:78][C:76](N)=[CH:75][CH:74]=2)[CH2:72][CH2:71][O:70][CH2:69][CH2:68]1>CN(C)C1C=CN=CC=1.CN(C)C=O.C(N(CC)CC)C>[N:67]1([C:73]2[CH:79]=[CH:78][C:76]([NH:12][C:15]([C:17]3[O:18][C:19]4[C:24]([C:25](=[O:27])[CH:26]=3)=[CH:23][C:22]([O:42][CH3:38])=[CH:21][C:20]=4[N:28]3[CH2:29][CH2:30][N:31]([CH3:34])[CH2:32][CH2:33]3)=[O:16])=[CH:75][CH:74]=2)[CH2:72][CH2:71][O:70][CH2:69][CH2:68]1 |f:1.2|. Procedure details: 6-Methoxy-8-(4-Methyl-piperazin-1-yl)-4-oxo-4H-chromene-2-carboxylic acid hydrochloride (Reference Example 2) (3.0 g, 8.5 mmol), TBTU (5.5 g, 17 mmol), 1-hydroxybenzothiazole (2.6 g, 17 mmol), 4-dimethylaminopyridine (0.05 g, catalytic) and commercially available 4-morpholin-4-yl-aniline (1.66 g, 9.3 mmol) were dissolved in dimethylformamide (100 mL). Triethylamine (3.5 mL, 25 mmol was added and this mixture stirred at room temperature for 17 hours. The reaction mixture was concentrated under va... Starting materials: crude product, C[Si]([O-])(C)C.[K+] (potassium trimethylsilanolate), C[Si](O[Si](C)(C)C)(C)C (hexamethyldisiloxane), FC(C(=O)F)(C(F)(F)F)F (Pentafluoropropionyl fluoride). Solvent: Hastelloy. Reaction conditions: temperature 125 celsius. The product is C(F)(F)(F)C(F)(F)C(=O)O[Si](C)(C)C (CF3CF2CO2SiMe3). As a reaction SMILES: [CH3:1][Si:2]([CH3:5])([CH3:4])[O-:3].[K+].C[Si](C)(C)O[Si](C)(C)C.[F:16][C:17]([F:25])([C:21]([F:24])([F:23])[F:22])[C:18](F)=[O:19]>>[C:21]([C:17]([C:18]([O:3][Si:2]([CH3:5])([CH3:4])[CH3:1])=[O:19])([F:25])[F:16])([F:24])([F:23])[F:22] |f:0.1|. Reported procedure: A 200 mL Hastelloy® pressure vessel was heated for 6 hr at 150° C. under a nitrogen purge. At room temperature, the vessel was charged with potassium trimethylsilanolate (0.65 g, 5.1 mmol) and hexamethyldisiloxane (81 g, 0.50 tool) and then sealed, cooled and evacuated. Pentafluoropropionyl fluoride (47.4 g, 0.27 mol) was transferred from a cycinder to the pressure vessel. Once sealed, it was heated at 125° C. (barricade). The pressure rapidly increased to 1.79 MPa and then dropped to 0.62 MPa d... The reactants are NCC1=NC=CC=C1 (2-(aminomethyl)-pyridine), BrCCCCC1(C2=CC=CC=C2C=2C=CC=CC12)C(=O)Cl (9-(4-bromo-butyl)-9H-fluorene-9-carboxylic acid chloride). Yields the product N1=C(C=CC=C1)CNC(=O)C1(C2=CC=CC=C2C=2C=CC=CC12)CCCCBr (9-(4-bromo-butyl)-9H-fluorene-9-carboxylic acid-(pyridin-2-ylmethyl)-amide). RXN SMILES: [NH2:1][CH2:2][C:3]1[CH:8]=[CH:7][CH:6]=[CH:5][N:4]=1.[Br:9][CH2:10][CH2:11][CH2:12][CH2:13][C:14]1([C:27](Cl)=[O:28])[C:26]2[CH:25]=[CH:24][CH:23]=[CH:22][C:21]=2[C:20]2[C:15]1=[CH:16][CH:17]=[CH:18][CH:19]=2>>[N:4]1[CH:5]=[CH:6][CH:7]=[CH:8][C:3]=1[CH2:2][NH:1][C:27]([C:14]1([CH2:13][CH2:12][CH2:11][CH2:10][Br:9])[C:26]2[CH:25]=[CH:24][CH:23]=[CH:22][C:21]=2[C:20]2[C:15]1=[CH:16][CH:17]=[CH:18][CH:19]=2)=[O:28]. Procedure details: Prepared analogously to Example 1 from 2-(aminomethyl)-pyridine and 9-(4-bromo-butyl)-9H-fluorene-9-carboxylic acid chloride. Reactants: CC=1C(=NC=CC1)N (3-methyl-2-pyridineamine), S(O)(O)(=O)=O (sulfuric acid), I(=O)(=O)(=O)O (periodic acid), II (iodine), [O-]S(=O)(=S)[O-].[Na+].[Na+] (Na2S2O3). The solvent is O (water), CC(=O)O (AcOH). Run at temperature 80 celsius. The product is IC=1C=C(C(=NC1)N)C (5-iodo-3-methyl-2-pyridinamine). The yield is 174.9%. As a reaction SMILES: [CH3:1][C:2]1[C:3]([NH2:8])=[N:4][CH:5]=[CH:6][CH:7]=1.S(=O)(=O)(O)O.[I:14](O)(=O)(=O)=O.II.[O-]S([O-])(=S)=O.[Na+].[Na+]>O.CC(O)=O>[I:14][C:6]1[CH:7]=[C:2]([CH3:1])[C:3]([NH2:8])=[N:4][CH:5]=1 |f:4.5.6|. Procedure: To a solution of 3-methyl-2-pyridineamine (10 g) in a mixed solution of AcOH (60 mL), water (12 mL), and sulfuric acid (4.2 mL) was added periodic acid dehydrate (4.22 g) and iodine (9.39 g), and the mixture was heated at 80° C. for 2 hours. The reaction mixture was poured into 5% Na2S2O3 aq solution and extracted with ether. The organic layer was washed with 1N NaOH aq solution and brine, and dried over Na2SO4. The solvent was removed in vacuo and obtained residual solid was recrystallized with...